describe an organic reaction: reactants, conditions, products, and yield From a dataset of the Open Reaction Database (ORD), a public repository of structured organic reaction records. Reactants: [H-].[Na+] (Sodium hydride), CN1C(=C(C=C1C)C(=O)OC)CC(=O)OC (methyl 1,5-dimethyl-2-[2-(methyloxy)-2-oxoethyl]-1H-pyrrole-3-carboxylate), CO (methanol), CO (methanol), C(=O)OC (methyl formate), CO (methanol). Solvent: O1CCCC1 (tetrahydrofuran), O1CCCC1 (tetrahydrofuran). Reaction conditions: temperature 10 celsius. Product: C(=O)C(C(=O)OC)C=1N(C(=CC1C(=O)OC)C)C (Methyl 2-[1-formyl-2-(methyloxy)-2-oxoethyl]-1,5-dimethyl-1H-pyrrole-3-carboxylate). RXN SMILES: [H-].[Na+].[CH3:3][N:4]1[C:8]([CH3:9])=[CH:7][C:6]([C:10]([O:12][CH3:13])=[O:11])=[C:5]1[CH2:14][C:15]([O:17][CH3:18])=[O:16].[CH:19](OC)=[O:20].CO>O1CCCC1>[CH:19]([CH:14]([C:5]1[N:4]([CH3:3])[C:8]([CH3:9])=[CH:7][C:6]=1[C:10]([O:12][CH3:13])=[O:11])[C:15]([O:17][CH3:18])=[O:16])=[O:20] |f:0.1|. Procedure: Sodium hydride (2.29 g, 60% dispersion in mineral oil) was added portionwise to a stirred solution of methyl 1,5-dimethyl-2-[2-(methyloxy)-2-oxoethyl]-1H-pyrrole-3-carboxylate (2.37 g) in tetrahydrofuran (30 ml) at 20° C. After fifteen minutes the reaction mixture was cooled to 10° C. and methyl formate (1.0 ml) added. After ten minutes a mixture of methanol (0.05 ml) and tetrahydrofuran (1 ml) was added. The reaction mixture was stirred at room temperature for sixteen hours. After cooling to 10... Starting materials: C(C)(=O)O[BH-](OC(C)=O)OC(C)=O.[Na+] (sodium triacetoxyborohydride), ClC1=CC2=C(C(=N1)/C=C/N(C)C)C(=NN2C(C2=CC=CC=C2)(C2=CC=CC=C2)C2=CC=CC=C2)I ((E)-2-(6-chloro-3-iodo-1-trityl-1H-pyrazolo[4,3-c]pyridin-4-yl)-N,N-dimethylethenamine), Cl.C(C)N (ethanamine HCl). The solvent is C(C)(=O)O (acetic acid), CCO (EtOH), CC(=O)O (AcOH), ClCCCl (DCE). Conditions: time 6 hour. The product is ClC1=CC2=C(C(=N1)CCNCC)C(=NN2C(C2=CC=CC=C2)(C2=CC=CC=C2)C2=CC=CC=C2)I (2-(6-chloro-3-iodo-1-trityl-1H-pyrazolo[4,3-c]pyridin-4-yl)-N-ethylethanamine). RXN SMILES: [Cl:1][C:2]1[N:7]=[C:6](/[CH:8]=[CH:9]/[N:10](C)[CH3:11])[C:5]2[C:13]([I:35])=[N:14][N:15]([C:16]([C:29]3[CH:34]=[CH:33][CH:32]=[CH:31][CH:30]=3)([C:23]3[CH:28]=[CH:27][CH:26]=[CH:25][CH:24]=3)[C:17]3[CH:22]=[CH:21][CH:20]=[CH:19][CH:18]=3)[C:4]=2[CH:3]=1.Cl.[CH2:37](N)C.C(O[BH-](OC(=O)C)OC(=O)C)(=O)C.[Na+]>CCO.CC(O)=O.ClCCCl>[Cl:1][C:2]1[N:7]=[C:6]([CH2:8][CH2:9][NH:10][CH2:11][CH3:37])[C:5]2[C:13]([I:35])=[N:14][N:15]([C:16]([C:23]3[CH:24]=[CH:25][CH:26]=[CH:27][CH:28]=3)([C:17]3[CH:22]=[CH:21][CH:20]=[CH:19][CH:18]=3)[C:29]3[CH:34]=[CH:33][CH:32]=[CH:31][CH:30]=3)[C:4]=2[CH:3]=1 |f:1.2,3.4|. Procedure details: (E)-2-(6-chloro-3-iodo-1-trityl-1H-pyrazolo[4,3-c]pyridin-4-yl)-N,N-dimethylethenamine (1.0 g, 1.692 mmol) and ethanamine HCl (0.552 g, 6.77 mmol) were stirred in a 3:1:1 solution of DCE:AcOH:EtOH (5 ml) at 100° C. for 2 hrs. Solvent was removed by vacuum and the residue was taken in DCE (15 ml) and treated with sodium triacetoxyborohydride (0.9 g, 4.23 mmol), acetic acid (0.4 g, 6.7 mmol) and stirred at room temperature for 6 hours. The eaction mixture was partitioned between DCM and aqueous so... Reactants: O=C([O-])O, CCO, O=S(=O)(c1ccc(C(F)(F)F)cc1Cl)N(Cc1ccc(OC2CCCCO2)cc1)c1ccc(OCCN2CCCC2)cc1, Cl, [Na+]. The product is O=S(=O)(c1ccc(C(F)(F)F)cc1Cl)N(Cc1ccc(O)cc1)c1ccc(OCCN2CCCC2)cc1. RXN SMILES: [C:48](=[O:49])([OH:50])[O-:51].[CH3:45][CH2:46][OH:47].[Cl:1][c:2]1[c:3]([S:12](=[O:13])(=[O:14])[N:15]([CH2:16][c:17]2[cH:18][cH:19][c:20]([O:23][CH:24]3[CH2:25][CH2:26][CH2:27][CH2:28][O:29]3)[cH:21][cH:22]2)[c:30]2[cH:31][cH:32][c:33]([O:36][CH2:37][CH2:38][N:39]3[CH2:40][CH2:41][CH2:42][CH2:43]3)[cH:34][cH:35]2)[cH:4][cH:5][c:6]([C:8]([F:9])([F:10])[F:11])[cH:7]1.[ClH:44].[Na+:52]>>[Cl:1][c:2]1[c:3]([S:12](=[O:13])(=[O:14])[N:15]([CH2:16][c:17]2[cH:18][cH:19][c:20]([OH:23])[cH:21][cH:22]2)[c:30]2[cH:31][cH:32][c:33]([O:36][CH2:37][CH2:38][N:39]3[CH2:40][CH2:41][CH2:42][CH2:43]3)[cH:34][cH:35]2)[cH:4][cH:5][c:6]([C:8]([F:9])([F:10])[F:11])[cH:7]1. Reactants: CN(C)C=O, COc1cccc(C2=CCCNC2)c1, ClCC1CC1, Cl, [Na+], [Na+], O=C([O-])[O-], O. Product: COc1cccc(C2=CCCN(CC3CC3)C2)c1. RXN SMILES: [CH3:16][N:17]([CH3:18])[CH:19]=[O:20].[CH3:2][O:3][c:4]1[cH:5][c:6]([C:10]2=[CH:15][CH2:14][CH2:13][NH:12][CH2:11]2)[cH:7][cH:8][cH:9]1.[Cl:27][CH2:28][CH:29]1[CH2:30][CH2:31]1.[ClH:1].[Na+:21].[Na+:22].[O-:23][C:24](=[O:25])[O-:26].[OH2:32]>>[CH3:2][O:3][c:4]1[cH:5][c:6]([C:10]2=[CH:15][CH2:14][CH2:13][N:12]([CH2:28][CH:29]3[CH2:30][CH2:31]3)[CH2:11]2)[cH:7][cH:8][cH:9]1. The reactants are NC1=NC(=C(C(=N1)SC)C#N)SC (2-Amino-4,6-bis-methylsulfanyl-pyrimidine-5-carbonitrile), ClC1=CC(=CC=C1)C(=O)OO (m-chloroperbenzoic acid). Solvent: ClCCl (dichloromethane). Run at time 1 hour. Product: NC1=NC(=C(C(=N1)S(=O)C)C#N)SC (2-Amino-4-methanesulfinyl-6-methylsulfanyl-pyrimidine-5-carbonitrile). RXN SMILES: [NH2:1][C:2]1[N:7]=[C:6]([S:8][CH3:9])[C:5]([C:10]#[N:11])=[C:4]([S:12][CH3:13])[N:3]=1.ClC1C=CC=C(C(OO)=[O:22])C=1>ClCCl>[NH2:1][C:2]1[N:3]=[C:4]([S:12]([CH3:13])=[O:22])[C:5]([C:10]#[N:11])=[C:6]([S:8][CH3:9])[N:7]=1. Reported procedure: To a 50 mL round-bottomed flask were added 2-Amino-4,6-bis-methylsulfanyl-pyrimidine-5-carbonitrile (7:212 mg, 1 mmol, 1.0 eq.), m-chloroperbenzoic acid (2 mmol), and dichloromethane (6 mL). The reaction mixture was stirred at room temperature for 1 hr. The precipitate was filtered and gave to white solid. No further purification was necessary (282 mg). LC-MS: (ES+) m/z 229 (M+1). 1H-NMR, Varian 400 MHz (DMSO-d6) δ 2.85 (s, 3H), 2.47 (s, 3H) ppm. The product is [I-].C(C)[P+](CCC)(CC)CC (triethyl n-propyl phosphonium iodide). Reactants: C=CC1=CC=CC=C1 (styrene), Br, II (I2), C(C)P(CC)CC (triethyl phosphine), Li, C1CCO1 (trimethylene oxide), --(CH2)3OH, C1(=CC=CC=C1)P(C1=CC=CC=C1)C1=CC=CC=C1 (triphenyl phosphine), [I-] (iodide), OH, BrC1=CC=C(C=C)C=C1 (p-bromo styrene), C(=C)C1=C(C=CC=C1)C=C (divinyl benzene). RXN SMILES: C=C[C:3]1[CH:8]=[CH:7]C=CC=1.BrC1C=CC(C=C)=CC=1.C(C1C=CC=CC=1C=C)=C.C1OCC1.[I-:32].II.[C:35]1([P:41]([C:48]2C=CC=C[CH:49]=2)[C:42]2C=CC=C[CH:43]=2)C=CC=C[CH:36]=1.C(P(CC)CC)C>>[I-:32].[CH2:35]([P+:41]([CH2:48][CH3:49])([CH2:42][CH3:43])[CH2:7][CH2:8][CH3:3])[CH3:36] |f:8.9|. Procedure details: The catalyst of this example was prepared from a cross-linked copolymer of a 2:1 molar ratio of styrene and p-bromo styrene and 2% by weight, based on the above monomers, of divinyl monomers. The latter in this instance was divinyl benzene. The Br of the polymer was replaced with Li and then the Li was converted to --(CH2)3OH by reaction with trimethylene oxide. The OH of the --(CH2)3OH was converted to the iodide with I2 in the presence of triphenyl phosphine. The cross-linked polymer having a ... Run at temperature 25 celsius, time 2 hour. The reactants are Cc1ccc(CC(=O)O)cc1, COC(=O)c1cc(S(N)(=O)=O)ccc1OC. Solvent: CN(C)C=O (DMF), CN(C)C=O (DMF), CN(C)C=O (DMF), CN(C)C=O (DMF), CN(C)C=O (DMF), CN(C)C=O (DMF). Reagents/catalysts: CCOC1C=CC2=CC=CC=C2N1C(=O)OCC (EEDQ), CCN(C(C)C)C(C)C (DIPEA). Reaction SMILES: COC(=O)c1cc(S(N)(=O)=O)ccc1OC.Cc1ccc(CC(=O)O)cc1.CCOC1C=CC2=CC=CC=C2N1C(=O)OCC.CCN(C(C)C)C(C)C.CN(C)C=O>>COC(=O)c1cc(S(=O)(=O)NC(=O)Cc2ccc(C)cc2)ccc1OC. Yields the product COC(=O)c1cc(S(=O)(=O)NC(=O)Cc2ccc(C)cc2)ccc1OC. Isolated yield 2.9%. Starting materials: C(C1=CC=CC=C1)(=O)NN (benzoic acid hydrazide), S(=O)(=O)(O)O.CNC(S)=N (methylisothiourea sulfate), [OH-].[Na+] (sodium hydroxide). The solvent is O (water). Yields the product C(N)(=N)NNC(C1=CC=CC=C1)=O (Benzoic acid 2-amidinohydrazide). The yield is 61.4%. RXN SMILES: [C:1]([NH:9][NH2:10])(=[O:8])[C:2]1[CH:7]=[CH:6][CH:5]=[CH:4][CH:3]=1.S(O)(O)(=O)=O.C[NH:17][C:18](=[NH:20])S.[OH-].[Na+]>O>[C:18]([NH:10][NH:9][C:1](=[O:8])[C:2]1[CH:7]=[CH:6][CH:5]=[CH:4][CH:3]=1)(=[NH:17])[NH2:20] |f:1.2,3.4|. Procedure: A solution of benzoic acid hydrazide (10.3 g), methylisothiourea sulfate (21.0 g), sodium hydroxide (3.12 g) and water (150 ml) was stirred for 99 hours at room temperature. The resulting solid was collected by filtration and washed with water to give 8.28 g of a white solid (yield 61%). Reactants: COC1=C(CN2CCC(CC2)NC(C)C)C(=CC=C1)OC ([1-(2,6-dimethoxybenzyl)piperidin-4-yl]isopropylamine), C(C)(C)N(C(C)C)CC (N,N-diisopropylethylamine), C(C)OC(CCCCCC(=O)Cl)=O (6-Chlorocarbonylhexanoic acid ethyl ester). The solvent is ClCCl (dichloromethane). Run at temperature 0 celsius, time 2 hour. Yields the product C(C)OC(CCCCCC(N(C(C)C)C1CCN(CC1)CC1=C(C=CC=C1OC)OC)=O)=O (6-{[1-(2,6-Dimethoxybenzyl)piperidin-4-yl]isopropylcarbamoyl}hexanoic Acid Ethyl Ester). Isolated yield 103.4%. RXN SMILES: [CH3:1][O:2][C:3]1[CH:19]=[CH:18][CH:17]=[C:16]([O:20][CH3:21])[C:4]=1[CH2:5][N:6]1[CH2:11][CH2:10][CH:9]([NH:12][CH:13]([CH3:15])[CH3:14])[CH2:8][CH2:7]1.C(N(CC)C(C)C)(C)C.[CH2:31]([O:33][C:34](=[O:43])[CH2:35][CH2:36][CH2:37][CH2:38][CH2:39][C:40](Cl)=[O:41])[CH3:32]>ClCCl>[CH2:31]([O:33][C:34](=[O:43])[CH2:35][CH2:36][CH2:37][CH2:38][CH2:39][C:40](=[O:41])[N:12]([CH:9]1[CH2:10][CH2:11][N:6]([CH2:5][C:4]2[C:3]([O:2][CH3:1])=[CH:19][CH:18]=[CH:17][C:16]=2[O:20][CH3:21])[CH2:7][CH2:8]1)[CH:13]([CH3:15])[CH3:14])[CH3:32]. Procedure details: A solution of [1-(2,6-dimethoxybenzyl)piperidin-4-yl]isopropylamine (1.3 g, 4.6 mmol) and N,N-diisopropylethylamine (1.2 mL, 9.9 mmol) in dichloromethane (40 mL) was cooled to 0° C. under nitrogen. 6-Chlorocarbonylhexanoic acid ethyl ester (0.73 mL, 5.0 mmol) was added dropwise and the reaction mixture was stirred at 0° C. for 2 h and then at room temperature for an additional 2 h. The reaction mixture was then transferred to a separatory funnel and washed with NaHCO3 (2×) and brine (1×). The or... The reactants are ClC=1C=C2C=C(NC2=CC1)C(=O)C(CC1=CC=C(C(=O)OC)C=C1)CCC (Methyl 4-{(2RS)-2-[(5-chloro-1H-indol-2-yl)carbonyl]pentyl}benzoate), [H-].[Na+] (NaH), FC(C1=CC=C(CBr)C=C1)(F)F (4-trifluoromethylbenzyl bromide). Run in CN(C)C=O (DMF), CN(C)C=O (DMF). Run at time 10 minute. Product: ClC=1C=C2C=C(N(C2=CC1)CC1=CC=C(C=C1)C(F)(F)F)C(=O)C(CC1=CC=C(C(=O)OC)C=C1)CCC (Methyl 4-[(2RS)-2-({5-chloro-1-[4-(trifluoromethyl)benzyl]-1H-indol-2-yl}carbonyl)pentyl]benzoate). Reaction SMILES: [Cl:1][C:2]1[CH:3]=[C:4]2[C:8](=[CH:9][CH:10]=1)[NH:7][C:6]([C:11]([CH:13]([CH2:25][CH2:26][CH3:27])[CH2:14][C:15]1[CH:24]=[CH:23][C:18]([C:19]([O:21][CH3:22])=[O:20])=[CH:17][CH:16]=1)=[O:12])=[CH:5]2.[H-].[Na+].[F:30][C:31]([F:41])([F:40])[C:32]1[CH:39]=[CH:38][C:35]([CH2:36]Br)=[CH:34][CH:33]=1>CN(C=O)C>[Cl:1][C:2]1[CH:3]=[C:4]2[C:8](=[CH:9][CH:10]=1)[N:7]([CH2:36][C:35]1[CH:34]=[CH:33][C:32]([C:31]([F:30])([F:40])[F:41])=[CH:39][CH:38]=1)[C:6]([C:11]([CH:13]([CH2:25][CH2:26][CH3:27])[CH2:14][C:15]1[CH:24]=[CH:23][C:18]([C:19]([O:21][CH3:22])=[O:20])=[CH:17][CH:16]=1)=[O:12])=[CH:5]2 |f:1.2|. Procedure details: To a solution of the title compound of Example 3 Step D (39.0 mg, 0.10 mmol) in DMF (1.0 mL) was added NaH (4.3 mg, 60% suspension in mineral oil, 0.11 mmol). After 10 min, a solution of 4-trifluoromethylbenzyl bromide (26.0 mg, 0.11 mmol) in DMF (0.5 mL) was added, and the reaction mixture was stirred for 18 h, whereupon it was quenched by addition of sat. aq. NaHCO3. The aqueous phase was extracted with EtOAc, and the organic phase was dried over anhydrous Na2SO4 and concentrated in vacuo. Pur...